describe an organic reaction: reactants, conditions, products, and yield From a dataset of the Open Reaction Database (ORD), a public repository of structured organic reaction records. Reactants: CCOC(=O)CBr, [H-], [Na+], CN(C)C=O, O=c1[nH]c2ccccc2o1. The product is CCOC(=O)Cn1c(=O)oc2ccccc21. RXN SMILES: [Br:13][CH2:14][C:15](=[O:16])[O:17][CH2:18][CH3:19].[H-:12].[Na+:11].[O:20]=[CH:21][N:22]([CH3:23])[CH3:24].[o:1]1[c:2](=[O:10])[nH:3][c:4]2[c:5]1[cH:6][cH:7][cH:8][cH:9]2>>[o:1]1[c:2](=[O:10])[n:3]([CH2:14][C:15](=[O:16])[O:17][CH2:18][CH3:19])[c:4]2[c:5]1[cH:6][cH:7][cH:8][cH:9]2. The reactants are CCCCCCCCCCCC(=O)O, O, O=S(Cl)Cl. Product: CCCCCCCCCCCC(=O)Cl. Reaction SMILES: [CH3:5][CH2:6][CH2:7][CH2:8][CH2:9][CH2:10][CH2:11][CH2:12][CH2:13][CH2:14][CH2:15][C:16]([OH:17])=[O:18].[OH2:19].[S:1]([Cl:2])([Cl:3])=[O:4]>>[Cl:3][C:16]([CH2:15][CH2:14][CH2:13][CH2:12][CH2:11][CH2:10][CH2:9][CH2:8][CH2:7][CH2:6][CH3:5])=[O:18]. Reactants: C(C)(C)(C)OC(=O)N1CC(CC1)(OC)C1=CC(=C(C=C1)F)Cl (Tert-butyl-3-(3-chloro-4-fluorophenyl)-3-methoxypyrrolidin-1-carboxylate), FC(C(=O)O)(F)F (trifluoroacetic acid). The solvent is C(Cl)Cl (methylene chloride). Product: ClC=1C=C(C=CC1F)C1(CNCC1)OC (3-(3-chloro-4-fluorophenyl)-3-methoxypyrrolidine). Yield: 87.9%. As a reaction SMILES: C(OC([N:8]1[CH2:12][CH2:11][C:10]([C:15]2[CH:20]=[CH:19][C:18]([F:21])=[C:17]([Cl:22])[CH:16]=2)([O:13][CH3:14])[CH2:9]1)=O)(C)(C)C.FC(F)(F)C(O)=O>C(Cl)Cl>[Cl:22][C:17]1[CH:16]=[C:15]([C:10]2([O:13][CH3:14])[CH2:11][CH2:12][NH:8][CH2:9]2)[CH:20]=[CH:19][C:18]=1[F:21]. Reported procedure: Preparation according to Preparation 15. Tert-butyl-3-(3-chloro-4-fluorophenyl)-3-methoxypyrrolidin-1-carboxylate (1.81 g, 5.5 mmol), methylene chloride (20 mL) and trifluoroacetic acid (5 mL). Purification on a Biotage Isolute SCX-3 SPE column (washed with methanol and eluted with methanol/triethylamine, 4:1) gave the title compound (1.11 g, 88%). MS m/z (rel. intensity, 70 eV) 214 (38), 199 (73), 187 (bp), 157 (40), 133 (39). Starting materials: D(-)- and L(+)-2-hydroxy-3,3-dimethyl-1,4-butyrolactones, O=C[C@@H](O)[C@H](O)[C@@H](O)[C@@H](O)CO (L-glucose), O=C[C@H](O)[C@@H](O)[C@H](O)[C@H](O)CO (D-glucose), CC1(COC(=O)C1O)C (pantolactone), 1,2-Isopropylidene-(+)-α-D-glucofuranurono-3,6-lactone. Reagents/catalysts: [Pt] (platinum), [Pd] (palladium). The product is OC1[C@H](O)[C@@H]2[C@H](O1)[C@H](O)C(=O)O2 (D-glucofuranurono-6,3-lactone). Reaction SMILES: CC1(C)C(O)C(=O)OC1.[O:10]=[CH:11][C@H:12]([C@@H:14]([C@H:16]([C@H:18]([CH2:20][OH:21])[OH:19])[OH:17])[OH:15])[OH:13].O=C[C@@H]([C@H]([C@@H]([C@@H](CO)O)O)O)O>[Pt].[Pd]>[OH:10][CH:11]1[O:17][C@@H:16]2[C@@H:18]([C:20]([O:15][C@@H:14]2[C@H:12]1[OH:13])=[O:21])[OH:19]. Procedure details: The resolving agents of the instant invention are known compounds. D(-)- and L(+)-2-hydroxy-3,3-dimethyl-1,4-butyrolactones are also known under the names D(-) and L(+) pantolactone and are readily available articles of commerce. 1,2-Isopropylidene-(+)-α-D-glucofuranurono-3,6-lactone and the corresponding L(-) compound may be prepared according to the method of J. Chem. Soc. 339 (1941). The corresponding L(-) compound may also be prepared from L-glucose. According to an alternative method of pre... Starting materials: [BH4-], CO, O=C1c2ccccc2CCC1N1CCN(CCc2ccc([N+](=O)[O-])cc2)CC1, [Na+]. The product is O=[N+]([O-])c1ccc(CCN2CCN(C3CCc4ccccc4C3O)CC2)cc1. RXN SMILES: [BH4-:29].[CH3:31][OH:32].[N+:1](=[O:2])([O-:3])[c:4]1[cH:5][cH:6][c:7]([CH2:8][CH2:9][N:10]2[CH2:11][CH2:12][N:13]([CH:16]3[C:17](=[O:26])[c:18]4[cH:19][cH:20][cH:21][cH:22][c:23]4[CH2:24][CH2:25]3)[CH2:14][CH2:15]2)[cH:27][cH:28]1.[Na+:30]>>[N+:1](=[O:2])([O-:3])[c:4]1[cH:5][cH:6][c:7]([CH2:8][CH2:9][N:10]2[CH2:11][CH2:12][N:13]([CH:16]3[CH:17]([OH:26])[c:18]4[cH:19][cH:20][cH:21][cH:22][c:23]4[CH2:24][CH2:25]3)[CH2:14][CH2:15]2)[cH:27][cH:28]1.